From a dataset of the Open Reaction Database (ORD), a public repository of structured organic reaction records. describe an organic reaction: reactants, conditions, products, and yield Reactants: N([C@H](CC1=CNC2=CC=CC=C12)C(=O)N)C(=O)OCC1=CC=CC=C1 (Z-D-Trp-NH2), Cl (HCl), O (water). The reagents and catalysts are [Pd] (palladium on activated charcoal). Procedure details: Z-D-Trp-NH2 (3 g; 8.9 mmol; 1 eq.) was dissolved in DMF (100 ml). HCl 36% (845 μl; 1.1 eq.), water (2 ml) and palladium on activated charcoal (95 mg, 0.1 eq.) were added to the stirred mixture. The solution was bubbled under hydrogen for 24 hr. When the reaction went to completion, the palladium was filtered on celite. The solvent was removed in vacuo to afford HCl, H-D-Trp-NH2 as a colorless oil. Solvent: CN(C)C=O (DMF). Product: Cl (HCl), N[C@H](CC1=CNC2=CC=CC=C12)C(=O)N (H-D-Trp-NH2). Reaction SMILES: [NH:1](C(OCC1C=CC=CC=1)=O)[C@@H:2]([C:13]([NH2:15])=[O:14])[CH2:3][C:4]1[C:12]2[C:7](=[CH:8][CH:9]=[CH:10][CH:11]=2)[NH:6][CH:5]=1.[ClH:26].O>CN(C=O)C.[Pd]>[ClH:26].[NH2:1][C@@H:2]([C:13]([NH2:15])=[O:14])[CH2:3][C:4]1[C:12]2[C:7](=[CH:8][CH:9]=[CH:10][CH:11]=2)[NH:6][CH:5]=1. Reactants: CN1N=C(C(=C1)C1=CC=NC=C1)C1=CC=C(OCC2=NC3=CC=CC=C3C=C2)C=C1 (2-[4-(1-Methyl-4-pyridin-4-yl-1H-pyrazol-3-yl)-phenoxymethyl]-quinoline), N(N)C[C@@H](C)O ((R)-1-Hydrazino-propan-2-ol). Product: N1=CC=C(C=C1)C=1C(=NN(C1)C[C@@H](C)O)C1=CC=C(C=C1)OCC1=NC2=CC=CC=C2C=C1 ((R)-1-{4-Pyridin-4-yl-3-[4-(quinolin-2-ylmethoxy)-phenyl]-pyrazol-1-yl}-propan-2-ol). As a reaction SMILES: [CH3:1][N:2]1[CH:6]=[C:5]([C:7]2[CH:12]=[CH:11][N:10]=[CH:9][CH:8]=2)[C:4]([C:13]2[CH:30]=[CH:29][C:16]([O:17][CH2:18][C:19]3[CH:28]=[CH:27][C:26]4[C:21](=[CH:22][CH:23]=[CH:24][CH:25]=4)[N:20]=3)=[CH:15][CH:14]=2)=[N:3]1.N([CH2:33][C@H:34]([OH:36])C)N>>[N:10]1[CH:9]=[CH:8][C:7]([C:5]2[C:4]([C:13]3[CH:30]=[CH:29][C:16]([O:17][CH2:18][C:19]4[CH:28]=[CH:27][C:26]5[C:21](=[CH:22][CH:23]=[CH:24][CH:25]=5)[N:20]=4)=[CH:15][CH:14]=3)=[N:3][N:2]([CH2:1][C@H:34]([OH:36])[CH3:33])[CH:6]=2)=[CH:12][CH:11]=1. Procedure details: Following the procedure for the preparation of 2-[4-(1-Methyl-4-pyridin-4-yl-1H-pyrazol-3-yl)-phenoxymethyl]-quinoline but substituting (R)-1-Hydrazino-propan-2-ol provided the title compound. 1H NMR (400 MHz, CDCl3) δ 8.42 (m, 2 H), 8.18 (d, J=8.3 Hz, 1 H), 8.06 (d, J=8.4 Hz, 1 H), 7.81 (d, J=8.3 Hz, 1H), 7.73 (m, 1H), 7.66 (d, J=8.7 Hz, 1H), 7.61 (s, 1 H), 7.54 (m, 1H), 7.36 (d, J=9.1 Hz, 2 H), 7.12 (m, 2H), 6.99 (d, J=8.7 Hz, 2H) 5.37 (s, 2H), 4.30 (m, 1H), 4.21 (dd, J=13.6, 2.5 Hz, 1H), 4.03... Procedure: The reaction of 1-(3-{[tert-Butyl(dimethyl)silyl]oxy}propyl)-5-methoxy-2-[2-(2-methoxyphenyl)ethenyl]-1H-indole (III; Ar=2-methoxyphenyl, R10═CH2CH2CH2OSiMe2t-Bu) (98) prepared as described in example 51 with maleimide using the procedure described in example 68 gave 6-(3-{[tert-Butyl(dimethyl)silyl]oxy}propyl)-9-methoxy-4-(2-methoxyphenyl)-4,5,6,10c-tetrahydropyrrolo[3,4-c]carbazole-1,3(2H, 3aH)-dione (IV; Ar=2-methoxyphenyl; R10═CH2CH2CH2OSiMe2t-Bu) (99) in a 89% yield as a tan powder, which w... The product is [Si](C)(C)(C(C)(C)C)OCCCN1C=2C=CC(=CC2C=2C3C(C(CC12)C1=C(C=CC=C1)OC)C(NC3=O)=O)OC (6-(3-{[tert-Butyl(dimethyl)silyl]oxy}propyl)-9-methoxy-4-(2-methoxyphenyl)-4,5,6,10c-tetrahydropyrrolo[3,4-c]carbazole-1,3(2H, 3aH)-dione). Isolated yield 89.0%. The reactants are C1(C=CC(N1)=O)=O (maleimide), [Si](C)(C)(C(C)(C)C)OCCCN1C(=CC2=CC(=CC=C12)OC)C=CC1=C(C=CC=C1)OC (1-(3-{[tert-Butyl(dimethyl)silyl]oxy}propyl)-5-methoxy-2-[2-(2-methoxyphenyl)ethenyl]-1H-indole), III, ( 98 ). Reaction SMILES: [Si:1]([O:8][CH2:9][CH2:10][CH2:11][N:12]1[C:20]2[C:15](=[CH:16][C:17]([O:21][CH3:22])=[CH:18][CH:19]=2)[CH:14]=[C:13]1[CH:23]=[CH:24][C:25]1[CH:30]=[CH:29][CH:28]=[CH:27][C:26]=1[O:31][CH3:32])([C:4]([CH3:7])([CH3:6])[CH3:5])([CH3:3])[CH3:2].[C:33]1(=[O:39])[NH:37][C:36](=[O:38])[CH:35]=[CH:34]1>>[Si:1]([O:8][CH2:9][CH2:10][CH2:11][N:12]1[C:13]2[CH2:23][CH:24]([C:25]3[CH:30]=[CH:29][CH:28]=[CH:27][C:26]=3[O:31][CH3:32])[CH:35]3[C:36](=[O:38])[NH:37][C:33](=[O:39])[CH:34]3[C:14]=2[C:15]2[CH:16]=[C:17]([O:21][CH3:22])[CH:18]=[CH:19][C:20]1=2)([C:4]([CH3:7])([CH3:6])[CH3:5])([CH3:2])[CH3:3]. Reaction conditions: temperature 50 celsius, time 1 hour. Starting materials: C(C)(C)(C)OC(=O)N1CC(CC1)(CCO)C1=CC=CC=C1 (1-t-butoxycarbonyl-3-phenyl-3-(2-hydroxyethyl)pyrrolidine), Cl (hydrochloric acid), O1CCOCC1 (dioxane). RXN SMILES: C(OC([N:8]1[CH2:12][CH2:11][C:10]([C:16]2[CH:21]=[CH:20][CH:19]=[CH:18][CH:17]=2)([CH2:13][CH2:14][OH:15])[CH2:9]1)=O)(C)(C)C.[ClH:22].O1CCOCC1>C(OCC)C>[ClH:22].[C:16]1([C:10]2([CH2:13][CH2:14][OH:15])[CH2:11][CH2:12][NH:8][CH2:9]2)[CH:17]=[CH:18][CH:19]=[CH:20][CH:21]=1 |f:4.5|. The product is Cl.C1(=CC=CC=C1)C1(CNCC1)CCO ((+)-3-phenyl-3-(2-hydroxyethyl)pyrrolidine hydrochloric acid salt). Solvent: C(C)OCC (diethyl ether). Procedure: Combine 1-t-butoxycarbonyl-3-phenyl-3-(2-hydroxyethyl)pyrrolidine (13.0 g, 44.6 mmol) and a solution of hydrochloric acid in dioxane (22.3 mL, 4M, 89.2 mmol). Heat to 50° C. After 1 hour, cool and add diethyl ether to give a solid. Collect the solid by filtration to give, after drying, the title compound: mp; 161°-163° C. [α]2D0 =+11.8 (c=0.563, methanol). Elemental Analysis calculated for C12H17NO·HCl: C 63.29; H 7.97; N 6.15; Found: C 63.21; H 7.86; N 6.05. Starting materials: ClC=1C=C(C=CC1Cl)C=CCO (3-(3,4-dichloro-phenyl)-2-propene-1-ol), C(C)(=O)Cl (acetyl chloride), Cl (HCl), N1=CC=CC=C1 (pyridine), CN(C)C1=NC=CC=C1 (dimethylaminopyridine). The solvent is ClCl (Cl2). Run at temperature 23 celsius. Yields the product C(C)(=O)OCC=CC1=CC(=C(C=C1)Cl)Cl (3-(3,4-dichloro-phenyl)-2-propene-1-ol acetate). As a reaction SMILES: [Cl:1][C:2]1[CH:3]=[C:4]([CH:9]=[CH:10][CH2:11][OH:12])[CH:5]=[CH:6][C:7]=1[Cl:8].N1C=CC=CC=1.CN(C1C=CC=CN=1)C.[C:28](Cl)(=[O:30])[CH3:29].Cl>ClCl>[C:28]([O:12][CH2:11][CH:10]=[CH:9][C:4]1[CH:5]=[CH:6][C:7]([Cl:8])=[C:2]([Cl:1])[CH:3]=1)(=[O:30])[CH3:29]. Procedure: Combine a solution of the product of Step 2 (13.2 g, 65 mmol) in CH2 Cl2 (250 mL) at 0° C. with pyridine (7.89 mL, 97.5 mmol) and dimethylaminopyridine (DMAP) (397 mg, 3.25 mmol), followed by acetyl chloride (6.48 mL, 74.7 mmol). Allow the mixture to warm to 23° C., pour into 1M HCl (100 mL) and wash the resulting organic layer with 1M HCl (100 mL) followed by water (5×100 mL; pH=6.5-7). Dry the organic layer over Na2SO4 and concentrate, providing 3-(3,4-dichloro-phenyl)-2-propene-1-ol acetate a... Reactants: CO, CSCCC(NCc1ccccc1[N+](=O)[O-])C(=O)O, [Na+], [OH-]. Product: CSCCC(NCc1ccccc1N)C(=O)O. Reaction SMILES: [CH3:20][OH:21].[N+:1]([O-:2])(=[O:3])[c:4]1[c:5]([CH2:6][NH:7][CH:8]([CH2:9][CH2:10][S:11][CH3:12])[C:13](=[O:14])[OH:15])[cH:16][cH:17][cH:18][cH:19]1.[Na+:23].[OH-:22]>>[NH2:1][c:4]1[c:5]([CH2:6][NH:7][CH:8]([CH2:9][CH2:10][S:11][CH3:12])[C:13](=[O:14])[OH:15])[cH:16][cH:17][cH:18][cH:19]1. The reactants are NCC1CC2=C(CC1)C1=C(N=CN=C1NC1=CC3=C(NC(S3)=O)C=C1)S2 ((RS)-6-{[7-(Aminomethyl)-5,6,7,8-tetrahydro[1]benzothieno[2,3-d]pyrimidin-4-yl]amino}-1,3-benzothiazol-2(3H)-one), OC(C(=O)O)(C)C (2-hydroxy-2-methylpropanoic acid). The product is OC(C(=O)NCC1CC2=C(CC1)C1=C(N=CN=C1NC1=CC3=C(NC(S3)=O)C=C1)S2)(C)C ((RS)-2-Hydroxy-2-methyl-N-({4-[(2-oxo-2,3-dihydro-1,3-benzothiazol-6-yl)amino]-5,6,7,8-tetrahydro[1]benzothieno[2,3-d]pyrimidin-7-yl}methyl)propanamide). As a reaction SMILES: [NH2:1][CH2:2][CH:3]1[CH2:8][CH2:7][C:6]2[C:9]3[C:14]([NH:15][C:16]4[CH:25]=[CH:24][C:19]5[NH:20][C:21](=[O:23])[S:22][C:18]=5[CH:17]=4)=[N:13][CH:12]=[N:11][C:10]=3[S:26][C:5]=2[CH2:4]1.[OH:27][C:28]([CH3:33])([CH3:32])[C:29](O)=[O:30]>>[OH:27][C:28]([CH3:33])([CH3:32])[C:29]([NH:1][CH2:2][CH:3]1[CH2:8][CH2:7][C:6]2[C:9]3[C:14]([NH:15][C:16]4[CH:25]=[CH:24][C:19]5[NH:20][C:21](=[O:23])[S:22][C:18]=5[CH:17]=4)=[N:13][CH:12]=[N:11][C:10]=3[S:26][C:5]=2[CH2:4]1)=[O:30]. Procedure: 10 mg (130 μmol) (RS)-6-{[7-(aminomethyl)-5,6,7,8-tetrahydro[1]benzothieno[2,3-d]pyrimidin-4-yl]amino}-1,3-benzothiazol-2(3H)-one (prepared according to example 20) were transformed in analogy to example 23 using 2-hydroxy-2-methylpropanoic acid to give after working up and purification 23.8 mg (38%) of the title compound.